This data is from the Open Reaction Database (ORD), a public repository of structured organic reaction records. The task is: describe an organic reaction: reactants, conditions, products, and yield The reactants are C(C)C1(COC2=CC(=CC=C2C1CCCCCCCCCC(C(=O)O)CCCCCCC(C(F)(F)F)(F)F)O)C1=CC=C(C=C1)O (11-[(3RS,4RS)-3-ethyl-7-hydroxy-3-(4-hydroxyphenyl)chroman-4-yl]-2-(7,7,8,8,8-pentafluorooctyl)-undecanoic acid), FC(CCCC(C(=O)OCC)CCCCCC=C)(C(F)(F)F)F (ethyl 2-(4,4,5,5,5-pentafluoropentyl)-8-nonenoate). Product: C(C)C1(COC2=CC(=CC=C2C1CCCCCCCCC(C(=O)O)CCCC(C(F)(F)F)(F)F)O)C1=CC=C(C=C1)O (10-[(3RS,4RS)-3-ethyl-7-hydroxy-3-(4-hydroxyphenyl)chroman-4-yl]-2-(4,4,5,5,5-pentafluoropentyl)decanoic acid). RXN SMILES: [CH2:1]([C:3]1([C:40]2[CH:45]=[CH:44][C:43]([OH:46])=[CH:42][CH:41]=2)[CH:12]([CH2:13]CCCCCCCCC(CCCCCCC(F)(F)C(F)(F)F)C(O)=O)[C:11]2[C:6](=[CH:7][C:8]([OH:39])=[CH:9][CH:10]=2)[O:5][CH2:4]1)[CH3:2].[F:47][C:48]([F:69])([C:65]([F:68])([F:67])[F:66])[CH2:49][CH2:50][CH2:51][CH:52]([CH2:58][CH2:59][CH2:60][CH2:61][CH2:62][CH:63]=[CH2:64])[C:53]([O:55]CC)=[O:54]>>[CH2:1]([C:3]1([C:40]2[CH:41]=[CH:42][C:43]([OH:46])=[CH:44][CH:45]=2)[CH:12]([CH2:13][CH2:64][CH2:63][CH2:62][CH2:61][CH2:60][CH2:59][CH2:58][CH:52]([CH2:51][CH2:50][CH2:49][C:48]([F:47])([F:69])[C:65]([F:66])([F:67])[F:68])[C:53]([OH:55])=[O:54])[C:11]2[C:6](=[CH:7][C:8]([OH:39])=[CH:9][CH:10]=2)[O:5][CH2:4]1)[CH3:2]. Procedure: Starting with the allyl compound prepared in Example 21 and the ethyl 2-(4,4,5,5,5-pentafluoropentyl)-8-nonenoate prepared in Example 10, the same procedure as shown in Example 21 was repeated to give 10-[(3RS,4RS)-3-ethyl-7-hydroxy-3-(4-hydroxyphenyl)chroman-4-yl]-2-(4,4,5,5,5-pentafluoropentyl)decanoic acid. The reactants are C(C)(C)(C)OC(=O)N1CCC(CC1)=O (4-oxo-piperidine-1-carboxylic acid tert-butyl ester), C([O-])([O-])=O.[NH4+].[NH4+] (ammonium carbonate), [C-]#N.[Na+] (sodium cyanide), CO (MeOH). Run in O (H2O), O (H2O). Run at time 18 hour. Yields the product C(C)(C)(C)OC(=O)N1CCC2(C(NC(N2)=O)=O)CC1 (2,4-Dioxo-1,3,8-triaza-spiro[4.5]decane-8-carboxylic acid tert-butyl ester). Reaction SMILES: [C:1]([O:5][C:6]([N:8]1[CH2:13][CH2:12][C:11](=O)[CH2:10][CH2:9]1)=[O:7])([CH3:4])([CH3:3])[CH3:2].[C:15](=[O:18])([O-])[O-].[NH4+:19].[NH4+:20].[C-]#N.[Na+].[CH3:24][OH:25]>O>[C:1]([O:5][C:6]([N:8]1[CH2:13][CH2:12][C:11]2([NH:20][C:24](=[O:25])[NH:19][C:15]2=[O:18])[CH2:10][CH2:9]1)=[O:7])([CH3:4])([CH3:3])[CH3:2] |f:1.2.3,4.5|. Procedure: To a solution of 4-oxo-piperidine-1-carboxylic acid tert-butyl ester (30.0 g, 151 mmol) in MeOH (100 ml), H2O (40 ml), ammonium carbonate (331 mmol) and sodium cyanide (226 mmol) in H2O (60 ml) are added successively at ambient temperature. The reaction mixture is stirred at ambient temperature for 18 h to give precipitates, which are filtered off and washed with H2O and ether on the filter.